This data is from the Open Reaction Database (ORD), a public repository of structured organic reaction records. The task is: describe an organic reaction: reactants, conditions, products, and yield Reactants: COC1=C(C=CC(=C1)OC)CCCCOS(=O)(=O)C (Methanesulfonic acid 4-(2,4-dimethoxyphenyl)butyl ester), [N-]=[N+]=[N-].[Na+] (sodium azide). Product: COC1=C(C=CC(=C1)OC)CCCCN=[N+]=[N-] (4-(2,4-Dimethoxyphenyl)butyl azide), COC1=C(C=CC(=C1)OC)CCCCOS(=O)(=O)C (Methanesulfonic acid 4-(2,4-dimethoxyphenyl)butyl ester). Isolated yield 187.7%. RXN SMILES: [CH3:1][O:2][C:3]1[CH:8]=[C:7]([O:9][CH3:10])[CH:6]=[CH:5][C:4]=1[CH2:11][CH2:12][CH2:13][CH2:14][O:15][S:16]([CH3:19])(=[O:18])=[O:17].[N-:20]=[N+:21]=[N-:22].[Na+]>>[CH3:1][O:2][C:3]1[CH:8]=[C:7]([O:9][CH3:10])[CH:6]=[CH:5][C:4]=1[CH2:11][CH2:12][CH2:13][CH2:14][N:20]=[N+:21]=[N-:22].[CH3:1][O:2][C:3]1[CH:8]=[C:7]([O:9][CH3:10])[CH:6]=[CH:5][C:4]=1[CH2:11][CH2:12][CH2:13][CH2:14][O:15][S:16]([CH3:19])(=[O:18])=[O:17] |f:1.2|. Procedure: Azide 78 was prepared by typical procedure C from ester 77 (4.6 g, 0.015 mol) and sodium azide (1.5 g, 0.023 mol). Compound 77 (4.06 g, 75%) was isolated as a yellow oil. 1H NMR (300 MHz, CDCl3) δ1.62 (m, 4H), 2.58 (m, 2H), 3.30 (m, 2H), 3.80 (s, 6H) 7.00 (m, 1H). Reactants: CC(C)(C)OC(=O)N1CCN(c2ccc([N+](=O)[O-])cc2)CC1, [H][H], C1CCOC1. Yields the product CC(C)(C)OC(=O)N1CCN(c2ccc(N)cc2)CC1. As a reaction SMILES: [C:1]([CH3:2])([CH3:3])([CH3:4])[O:5][C:6](=[O:7])[N:8]1[CH2:9][CH2:10][N:11]([c:14]2[cH:15][cH:16][c:17]([N+:20]([O-:21])=[O:22])[cH:18][cH:19]2)[CH2:12][CH2:13]1.[H:23][H:24].[O:25]1[CH2:26][CH2:27][CH2:28][CH2:29]1>>[C:1]([CH3:2])([CH3:3])([CH3:4])[O:5][C:6](=[O:7])[N:8]1[CH2:9][CH2:10][N:11]([c:14]2[cH:15][cH:16][c:17]([NH2:20])[cH:18][cH:19]2)[CH2:12][CH2:13]1. The reactants are O=C([O-])[O-], CN1CCCC1=O, O=[N+]([O-])c1ccccc1F, [K+], [K+], Nc1ccc2c(c1)OCCO2, O. Product: O=[N+]([O-])c1ccccc1Nc1ccc2c(c1)OCCO2. Reaction SMILES: [C:22](=[O:23])([O-:24])[O-:25].[CH3:29][N:30]1[CH2:31][CH2:32][CH2:33][C:34]1=[O:35].[F:12][c:13]1[c:14]([N+:19](=[O:20])[O-:21])[cH:15][cH:16][cH:17][cH:18]1.[K+:26].[K+:27].[O:1]1[c:2]2[c:3]([cH:7][c:8]([NH2:11])[cH:9][cH:10]2)[O:4][CH2:5][CH2:6]1.[OH2:28]>>[O:1]1[c:2]2[c:3]([cH:7][c:8]([NH:11][c:13]3[c:14]([N+:19](=[O:20])[O-:21])[cH:15][cH:16][cH:17][cH:18]3)[cH:9][cH:10]2)[O:4][CH2:5][CH2:6]1. Reactants: CO, Cl, [Na+], [OH-], CCOC(=O)c1cccc(Nc2ncnc3cc[nH]c23)c1. The product is O=C(O)c1cccc(Nc2ncnc3cc[nH]c23)c1. RXN SMILES: [CH3:25][OH:26].[ClH:24].[Na+:23].[OH-:22].[n:1]1[cH:2][n:3][c:4]([NH:10][c:11]2[cH:12][c:13]([C:14](=[O:15])[O:16][CH2:17][CH3:18])[cH:19][cH:20][cH:21]2)[c:5]2[c:6]1[cH:7][cH:8][nH:9]2>>[n:1]1[cH:2][n:3][c:4]([NH:10][c:11]2[cH:12][c:13]([C:14](=[O:15])[OH:16])[cH:19][cH:20][cH:21]2)[c:5]2[c:6]1[cH:7][cH:8][nH:9]2. Starting materials: BrCC1CC1 ((bromomethyl)cyclopropane), C([O-])([O-])=O.[Cs+].[Cs+] (cesium carbonate), OC1=CC=C(C=C1)C1=C(N=C(N(C1=O)CC1=CC=C(C=C1)C=1C(=CC=CC1)C#N)CCC)C (4′-{[5-(4-hydroxyphenyl)-4-methyl-6-oxo-2-propylpyrimidin-1(6H)-yl]methyl}biphenyl-2-carbonitrile). The solvent is CN(C=O)C (N,N-dimethylformamide), C(C)(=O)OCC (ethyl acetate). Reaction conditions: temperature 80 celsius, time 2 hour. The product is C1(CC1)COC1=CC=C(C=C1)C1=C(N=C(N(C1=O)CC1=CC=C(C=C1)C=1C(=CC=CC1)C#N)CCC)C (4′-{[5-[4-(cyclopropylmethoxy)phenyl]-4-methyl-6-oxo-2-propylpyrimidin-1(6H)-yl]methyl}biphenyl-2-carbonitrile). The yield is 100.0%. RXN SMILES: Br[CH2:2][CH:3]1[CH2:5][CH2:4]1.C(=O)([O-])[O-].[Cs+].[Cs+].[OH:12][C:13]1[CH:18]=[CH:17][C:16]([C:19]2[C:24](=[O:25])[N:23]([CH2:26][C:27]3[CH:32]=[CH:31][C:30]([C:33]4[C:34]([C:39]#[N:40])=[CH:35][CH:36]=[CH:37][CH:38]=4)=[CH:29][CH:28]=3)[C:22]([CH2:41][CH2:42][CH3:43])=[N:21][C:20]=2[CH3:44])=[CH:15][CH:14]=1>CN(C)C=O.C(OCC)(=O)C>[CH:5]1([CH2:4][O:12][C:13]2[CH:14]=[CH:15][C:16]([C:19]3[C:24](=[O:25])[N:23]([CH2:26][C:27]4[CH:32]=[CH:31][C:30]([C:33]5[C:34]([C:39]#[N:40])=[CH:35][CH:36]=[CH:37][CH:38]=5)=[CH:29][CH:28]=4)[C:22]([CH2:41][CH2:42][CH3:43])=[N:21][C:20]=3[CH3:44])=[CH:17][CH:18]=2)[CH2:3][CH2:2]1 |f:1.2.3|. Procedure: A mixture of (bromomethyl)cyclopropane (0.17 mL), cesium carbonate (1.7 g) and 4′-{[5-(4-hydroxyphenyl)-4-methyl-6-oxo-2-propylpyrimidin-1(6H)-yl]methyl}biphenyl-2-carbonitrile (0.5 g) in N,N-dimethylformamide (5 mL) was stirred for 2 hr at 80° C. The reaction mixture was diluted with ethyl acetate, washed with 1 M hydrochloric acid, dried over sodium sulfate and concentrated. The residue was purified by silica gel column chromatography to give the title compound as a pale yellow oil (0.56 g, 10...